The task is: describe an organic reaction: reactants, conditions, products, and yield. This data is from the Open Reaction Database (ORD), a public repository of structured organic reaction records. Starting materials: C(C)C1=C(O)C=CC=C1O (2-ethylresorcinol), O1CCOCC1 (dioxane), C(C1=CC=CC=C1)=O (benzaldehyde). The reagents and catalysts are P(=O)(Cl)(Cl)Cl (phosphorus oxychloride). Solvent: O (water). Conditions: time 24 hour. Product: C(C)C1(C(O)C=CC=C1O)C1=CC=CC=C1C=O (2-Ethylresorcinol-benzaldehyde). RXN SMILES: [CH2:1]([C:3]1[C:9]([OH:10])=[CH:8][CH:7]=[CH:6][C:4]=1[OH:5])[CH3:2].O1CCOCC1.[CH:17](=[O:24])[C:18]1[CH:23]=[CH:22][CH:21]=[CH:20][CH:19]=1>P(Cl)(Cl)(Cl)=O.O>[CH2:1]([C:3]1([C:19]2[C:18]([CH:17]=[O:24])=[CH:23][CH:22]=[CH:21][CH:20]=2)[C:9]([OH:10])=[CH:8][CH:7]=[CH:6][CH:4]1[OH:5])[CH3:2]. Procedure: To a solution of 629 g. of 2-ethylresorcinol in 1 l. of dioxane were added 530 g. of benzaldehyde and 30 g. of phosphorus oxychloride as a catalyst. The resulting mixture was stirred at room temperature for 24 hours and thereafter poured into 5 l. of a cold water with stirring to give a pale brown powdery resin. Reactants: BrC=1C=CC=2NC3=CC=C(C=C3C2C1)Br (3,6-dibromo-9H-carbazole), [H-].[Na+] (NaH), C1CCOC1 (THF), DCM Petroleum Ether, (±)-3-nitro-benzene sulfonic acid oxiranyl methyl ester, C1CCOC1 (THF). Conditions: time 16 hour. Yields the product BrC=1C=CC=2N(C3=CC=C(C=C3C2C1)Br)CC1OC1 ((±)-3,6-Dibromo-9-(oxiran-2-ylmethyl)carbazole). The yield is 59.0%. Reaction SMILES: [Br:1][C:2]1[CH:3]=[CH:4][C:5]2[NH:6][C:7]3[C:12]([C:13]=2[CH:14]=1)=[CH:11][C:10]([Br:15])=[CH:9][CH:8]=3.[H-].[Na+].[CH2:18]1[CH2:22][O:21][CH2:20]C1>>[Br:15][C:10]1[CH:9]=[CH:8][C:7]2[N:6]([CH2:18][CH:22]3[CH2:20][O:21]3)[C:5]3[C:13]([C:12]=2[CH:11]=1)=[CH:14][C:2]([Br:1])=[CH:3][CH:4]=3 |f:1.2|. Reported procedure: At rt a solution of 3,6-dibromo-9H-carbazole (5.23 g, 16.10 mmol) in anhydrous THF (200 mL) is treated with NaH (0.703 g, 16.10 mmol, 55% in mineral oil) and a solution of (±)-3-nitro-benzene sulfonic acid oxiranyl methyl ester (4.17 g, 16.10 mmol) in anhydrous THF (30 mL). After 16 hours of stirring at rt the reaction mixture is quenched with a saturated aqueous solution of sodium hydrogenocarbonate (200 mL). Extraction with Et2O (500 mL+2×250 mL), drying over MgSO4 and evaporation under reduce... The reactants are CCOC(=O)C(Cc1ccc(O)cc1)OCC, C1CCOC1, CCOC(=O)N=NC(=O)OCC, O, c1ccc(P(c2ccccc2)c2ccccc2)cc1, OCCC=C1c2ccccc2COc2ccccc21. Product: CCOC(=O)C(Cc1ccc(OCCC=C2c3ccccc3COc3ccccc32)cc1)OCC. As a reaction SMILES: [CH2:51]([CH3:52])[O:53][CH:54]([C:55](=[O:56])[O:57][CH2:58][CH3:59])[CH2:60][c:61]1[cH:62][cH:63][c:64]([OH:67])[cH:65][cH:66]1.[CH2:68]1[O:69][CH2:70][CH2:71][CH2:72]1.[O:1]=[C:2]([O:3][CH2:4][CH3:5])[N:6]=[N:7][C:8]([O:9][CH2:10][CH3:11])=[O:12].[OH2:73].[c:13]1([P:14]([c:15]2[cH:16][cH:17][cH:18][cH:19][cH:20]2)[c:21]2[cH:22][cH:23][cH:24][cH:25][cH:26]2)[cH:27][cH:28][cH:29][cH:30][cH:31]1.[cH:32]1[cH:33][cH:34][cH:35][c:36]2[c:42]1[C:41](=[CH:43][CH2:44][CH2:45][OH:46])[c:40]1[c:39]([cH:50][cH:49][cH:48][cH:47]1)[CH2:38][O:37]2>>[cH:32]1[cH:33][cH:34][cH:35][c:36]2[c:42]1[C:41](=[CH:43][CH2:44][CH2:45][O:46][c:64]1[cH:63][cH:62][c:61]([CH2:60][CH:54]([O:53][CH2:51][CH3:52])[C:55](=[O:56])[O:57][CH2:58][CH3:59])[cH:66][cH:65]1)[c:40]1[c:39]([cH:50][cH:49][cH:48][cH:47]1)[CH2:38][O:37]2. Reactants: COc1ccccc1OCC(O)CN1CCN(CC(=O)Nc2c(C)cccc2C)CC1, CC(=O)OC(C)=O, O, c1ccncc1. Product: COc1ccccc1OCC(CN1CCN(CC(=O)Nc2c(C)cccc2C)CC1)OC(C)=O. RXN SMILES: [CH3:1][O:2][c:3]1[c:4]([O:5][CH2:6][CH:7]([CH2:8][N:9]2[CH2:10][CH2:11][N:12]([CH2:15][C:16](=[O:17])[NH:18][c:19]3[c:20]([CH3:26])[cH:21][cH:22][cH:23][c:24]3[CH3:25])[CH2:13][CH2:14]2)[OH:27])[cH:28][cH:29][cH:30][cH:31]1.[CH3:32][C:33](=[O:34])[O:35][C:36](=[O:37])[CH3:38].[OH2:39].[cH:40]1[cH:41][cH:42][n:43][cH:44][cH:45]1>>[CH3:1][O:2][c:3]1[c:4]([O:5][CH2:6][CH:7]([CH2:8][N:9]2[CH2:10][CH2:11][N:12]([CH2:15][C:16](=[O:17])[NH:18][c:19]3[c:20]([CH3:26])[cH:21][cH:22][cH:23][c:24]3[CH3:25])[CH2:13][CH2:14]2)[O:27][C:33]([CH3:32])=[O:34])[cH:28][cH:29][cH:30][cH:31]1. Starting materials: C(C)OC(C1=CC(=NC=C1)C#N)=O (2-cyano-isonicotinic acid ethyl ester), C(C)(=O)OC(C)(C)C.[Li] (lithium tert.-butyl acetate). Product: C(C)(C)(C)OC(CC(=O)C1=CC(=NC=C1)C#N)=O (3-(2-Cyano-pyridin-4-yl)-3-oxo-propionic acid tert.-butyl ester). RXN SMILES: C(O[C:4](=[O:13])[C:5]1[CH:10]=[CH:9][N:8]=[C:7]([C:11]#[N:12])[CH:6]=1)C.[C:14]([O:17][C:18]([CH3:21])([CH3:20])[CH3:19])(=[O:16])[CH3:15].[Li]>>[C:18]([O:17][C:14](=[O:16])[CH2:15][C:4]([C:5]1[CH:10]=[CH:9][N:8]=[C:7]([C:11]#[N:12])[CH:6]=1)=[O:13])([CH3:21])([CH3:20])[CH3:19] |f:1.2,^1:21|. Reported procedure: Prepared from 2-cyano-isonicotinic acid ethyl ester [CAS-No. 58481-14-4] by treatment with lithium tert.-butyl acetate according to general procedure H (method b). Obtained as a light brown solid (7.70 g).